Dataset: the Open Reaction Database (ORD), a public repository of structured organic reaction records. Task: describe an organic reaction: reactants, conditions, products, and yield Starting materials: COc1ccc(Cn2nnc3c2C(=O)c2cnncc2C3=O)cc1, O=C(O)C(F)(F)F, [Na+], [OH-]. The product is O=C1c2cnncc2C(=O)c2[nH]nnc21. RXN SMILES: [CH3:1][O:2][c:3]1[cH:4][cH:5][c:6]([CH2:7][n:8]2[n:9][n:10][c:11]3[c:12]2[C:13](=[O:22])[c:14]2[cH:15][n:16][n:17][cH:18][c:19]2[C:20]3=[O:21])[cH:23][cH:24]1.[F:27][C:28]([F:29])([F:30])[C:31]([OH:32])=[O:33].[Na+:26].[OH-:25]>>[nH:8]1[n:9][n:10][c:11]2[c:12]1[C:13](=[O:22])[c:14]1[cH:15][n:16][n:17][cH:18][c:19]1[C:20]2=[O:21]. Reactants: COc1cc(CC(=O)O)ccc1NC(=O)Nc1ccccc1C, CCN=C=NCCCN(C)C, CN(C)C=O, CCOC(C)=O, CCN(C(C)C)C(C)C, Cl, Nc1ccc(I)cc1, On1nnc2ccccc21. The product is COc1cc(CC(=O)Nc2ccc(I)cc2)ccc1NC(=O)Nc1ccccc1C. As a reaction SMILES: [CH3:1][O:2][c:3]1[cH:4][c:5]([CH2:20][C:21](=[O:22])[OH:23])[cH:6][cH:7][c:8]1[NH:9][C:10](=[O:11])[NH:12][c:13]1[c:14]([CH3:19])[cH:15][cH:16][cH:17][cH:18]1.[CH3:34][N:35]([CH3:36])[CH2:37][CH2:38][CH2:39][N:40]=[C:41]=[N:42][CH2:43][CH3:44].[CH3:63][N:64]([CH3:65])[CH:66]=[O:67].[CH3:68][CH2:69][O:70][C:71](=[O:72])[CH3:73].[CH:45]([N:46]([CH:47]([CH3:48])[CH3:49])[CH2:50][CH3:51])([CH3:52])[CH3:53].[ClH:62].[I:54][c:55]1[cH:56][cH:57][c:58]([NH2:59])[cH:60][cH:61]1.[OH:24][n:25]1[c:26]2[cH:27][cH:28][cH:29][cH:30][c:31]2[n:32][n:33]1>>[CH3:1][O:2][c:3]1[cH:4][c:5]([CH2:20][C:21](=[O:23])[NH:59][c:58]2[cH:57][cH:56][c:55]([I:54])[cH:61][cH:60]2)[cH:6][cH:7][c:8]1[NH:9][C:10](=[O:11])[NH:12][c:13]1[c:14]([CH3:19])[cH:15][cH:16][cH:17][cH:18]1. Reactants: OO (Hydrogen peroxide), CC=1NC(SC1C(C1=CC=C(C=C1)SC)=O)=O (4-methyl-5-[4-(methylthio)benzoyl]-2(3H)-thiazolone), O (water). Run in C(C)(=O)O (acetic acid). Reaction conditions: temperature 50 celsius, time 3 hour. Product: CC=1NC(SC1C(C1=CC=C(C=C1)S(=O)C)=O)=O (4-Methyl-5-[4-(Methylsulfinyl)benzoyl]-2(3H)Thiazolone). As a reaction SMILES: [OH:1]O.[CH3:3][C:4]1[NH:5][C:6](=[O:19])[S:7][C:8]=1[C:9](=[O:18])[C:10]1[CH:15]=[CH:14][C:13]([S:16][CH3:17])=[CH:12][CH:11]=1.O>C(O)(=O)C>[CH3:3][C:4]1[NH:5][C:6](=[O:19])[S:7][C:8]=1[C:9](=[O:18])[C:10]1[CH:11]=[CH:12][C:13]([S:16]([CH3:17])=[O:1])=[CH:14][CH:15]=1. Procedure details: Hydrogen peroxide (1 equivalent, 30%) is added to a solution of 4-methyl-5-[4-(methylthio)benzoyl]-2(3H)-thiazolone (2.7 g) in glacial acetic acid (80 ml). The mixture is stirred for 3 hours at 50° C. The precipitate obtained on addition of water is recrystallized from ethanol to give the title compound. Solvent: CN(C)C=O (DMF), O (water), [OH-].[Na+] (NaOH). RXN SMILES: [CH2:1]([O:8][C:9]1[C:10]([NH2:16])=[N:11][CH:12]=[C:13]([Br:15])[CH:14]=1)[C:2]1[CH:7]=[CH:6][CH:5]=[CH:4][CH:3]=1.Cl[C:18]1[C:23]([N:24]=[C:25]=[S:26])=[CH:22][CH:21]=[CH:20][N:19]=1>CN(C=O)C.O.[OH-].[Na+]>[CH2:1]([O:8][C:9]1[C:10]([NH:16][C:25]2[S:26][C:18]3[C:23]([N:24]=2)=[CH:22][CH:21]=[CH:20][N:19]=3)=[N:11][CH:12]=[C:13]([Br:15])[CH:14]=1)[C:2]1[CH:3]=[CH:4][CH:5]=[CH:6][CH:7]=1 |f:4.5|. Conditions: temperature 80 celsius, time 2 hour. Reactants: C(C1=CC=CC=C1)OC=1C(=NC=C(C1)Br)N (3-(Benzyloxy)-5-bromopyridin-2-amine), ClC1=NC=CC=C1N=C=S (2-chloro-3-isothiocyanatopyridine). Procedure: 3-(Benzyloxy)-5-bromopyridin-2-amine (10.0 g, 35.83 mmol) was added to a mixture of 2-chloro-3-isothiocyanatopyridine (6.112 g, 35.83 mmol) in DMF. The reaction was stirred at 80° C. for an hour, then at 110° C. for two hours. The reaction was cooled, diluted in water (200 mL) and 2N NaOH (35 mL), stirred for 30 minutes, and then filtered. The wet solids were washed with water, then dissolved in dichloromethane (300 mL) dried over MgSO4, and filtered. Hexane (300 mL) was added to the combined fi... The product is C(C1=CC=CC=C1)OC=1C(=NC=C(C1)Br)NC=1SC2=NC=CC=C2N1 (N-(3-(Benzyloxy)-5-bromopyridin-2-yl)thiazolo[5,4-b]pyridin-2-amine). The reactants are OC1=CC(O[C@@](C1)(C1=CC=CC=C1)CCC1=CC=CC=C1)=O ((S)-4-hydroxy-6-phenethyl-6-phenyl-5,6-dihydro-pyran-2-one), C(C)(C)(C)C1=C(C=C(C(=C1)CO)C)SS(=O)(=O)C1=CC=C(C=C1)C (toluene-4-thiosulfonic acid S-(2-tert-butyl-4-hydroxymethyl-5-methyl-phenyl) ester), C(=O)([O-])[O-].[K+].[K+] (K2CO3). The solvent is CN(C)C=O (DMF). Yields the product C(C)(C)(C)S(C=1C(OC(CC1O)(C1=CC=CC=C1)CCC1=CC=CC=C1)=O)C1=CC=C(C(=C1)C)CO (3-(tert-Butyl4-hydroxymethyl-5-methyl-phenylsulfanyl)-4-hydroxy-6-phenethyl-6-phenyl-5,6-dihydro-pyran-2-one). RXN SMILES: [OH:1][C:2]1[CH2:7][C@@:6]([CH2:14][CH2:15][C:16]2[CH:21]=[CH:20][CH:19]=[CH:18][CH:17]=2)([C:8]2[CH:13]=[CH:12][CH:11]=[CH:10][CH:9]=2)[O:5][C:4](=[O:22])[CH:3]=1.C([C:27]1[CH:32]=[C:31]([CH2:33][OH:34])[C:30]([CH3:35])=[CH:29][C:28]=1[S:36]S(C1C=CC(C)=CC=1)(=O)=O)(C)(C)C.C([O-])([O-])=O.[K+].[K+]>CN(C=O)C>[C:6]([SH:36]([C:28]1[CH:29]=[C:30]([CH3:35])[C:31]([CH2:33][OH:34])=[CH:32][CH:27]=1)[C:3]1[C:4](=[O:22])[O:5][C:6]([CH2:14][CH2:15][C:16]2[CH:21]=[CH:20][CH:19]=[CH:18][CH:17]=2)([C:8]2[CH:13]=[CH:12][CH:11]=[CH:10][CH:9]=2)[CH2:7][C:2]=1[OH:1])([CH3:14])([CH3:8])[CH3:7] |f:2.3.4|. Reported procedure: The title compound was prepared as described in General Method 9 using 0.12 g (0.40 mmol) of (S)-4-hydroxy-6-phenethyl-6-phenyl-5,6-dihydro-pyran-2-one (prepared in Example VV), 0.16 g (0.44 mmol) of toluene-4-thiosulfonic acid S-(2-tert-butyl-4-hydroxymethyl-5-methyl-phenyl) ester (prepared in Example FFF), 0.22 g (1.6 mmol) of K2CO3, and DMF (2 mL). Upon standard work-up, the residue was chromatographed on silica gel, eluting with 4:1 CHCl3 :EtOAc, to give the title compound, m.p. 186°-187° C.... Reactants: BrC1=CC(=C2CCCC(C2=C1)=O)F (7-bromo-5-fluoro-3,4-dihydro-2H-naphthalen-1-one), [BH4-].[Na+] (sodium borohydride), O (water). The solvent is CO (methanol), ClCCl (dichloromethane). Run at time 2 hour. Yields the product BrC1=CC(=C2CCCC(C2=C1)O)F (7-bromo-5-fluoro-3,4-dihydro-2H-naphthalen-1-ol). RXN SMILES: [Br:1][C:2]1[CH:11]=[C:10]2[C:5]([CH2:6][CH2:7][CH2:8][C:9]2=[O:12])=[C:4]([F:13])[CH:3]=1.[BH4-].[Na+].O>CO.ClCCl>[Br:1][C:2]1[CH:11]=[C:10]2[C:5]([CH2:6][CH2:7][CH2:8][CH:9]2[OH:12])=[C:4]([F:13])[CH:3]=1 |f:1.2|. Reported procedure: To a solution of 7-bromo-5-fluoro-3,4-dihydro-2H-naphthalen-1-one (0.290 g, 1.145 mmol) in methanol (8 mL) and dichloromethane (2 mL) at 0° C. is added sodium borohydride (0.066 g, 1.718 mmol) in one portion. After 2 hours at 0° C., water (30 mL) is added and the volatile organics are removed in vacuo. The resulting mixture is extracted with dichloromethane, dried over magnesium sulfate, filtered, and concentrated to afford 7-bromo-5-fluoro-3,4-dihydro-2H-naphthalen-1-ol, which is used in the ne... Product: CCN(CC)CC(O)COc1cc2nccc(Oc3ccc(NC(=O)NC4CC4)c(C)c3C)c2cc1C#N. RXN SMILES: [C:6](#[N:7])[c:8]1[cH:9][c:10]2[c:11]([O:23][c:24]3[c:25]([CH3:38])[c:26]([CH3:37])[c:27]([NH:30][C:31](=[O:32])[NH:33][CH:34]4[CH2:35][CH2:36]4)[cH:28][cH:29]3)[cH:12][cH:13][n:14][c:15]2[cH:16][c:17]1[O:18][CH2:19][CH:20]1[O:21][CH2:22]1.[CH2:1]([CH3:2])[NH:3][CH2:4][CH3:5].[O:39]1[CH2:40][CH2:41][CH2:42][CH2:43]1>>[CH2:1]([CH3:2])[N:3]([CH2:4][CH3:5])[CH2:22][CH:20]([CH2:19][O:18][c:17]1[c:8]([C:6]#[N:7])[cH:9][c:10]2[c:11]([O:23][c:24]3[c:25]([CH3:38])[c:26]([CH3:37])[c:27]([NH:30][C:31](=[O:32])[NH:33][CH:34]4[CH2:35][CH2:36]4)[cH:28][cH:29]3)[cH:12][cH:13][n:14][c:15]2[cH:16]1)[OH:21]. The reactants are Cc1c(NC(=O)NC2CC2)ccc(Oc2ccnc3cc(OCC4CO4)c(C#N)cc23)c1C, CCNCC, C1CCOC1.